Task: describe an organic reaction: reactants, conditions, products, and yield. Dataset: the Open Reaction Database (ORD), a public repository of structured organic reaction records The reactants are CS(C)=O, N#C[K], O, Cc1ccc(S(=O)(=O)OCC2CC=CCC2COCc2ccccc2)cc1. The product is N#CCC1CC=CCC1COCc1ccccc1. RXN SMILES: [CH3:32][S:33]([CH3:34])=[O:35].[K:28][C:29]#[N:30].[OH2:31].[c:1]1([CH3:2])[cH:3][cH:4][c:5]([S:6]([O:7][CH2:11][CH:12]2[CH2:13][CH:14]=[CH:15][CH2:16][CH:17]2[CH2:18][O:19][CH2:20][c:21]2[cH:22][cH:23][cH:24][cH:25][cH:26]2)(=[O:8])=[O:9])[cH:10][cH:27]1>>[CH2:11]([CH:12]1[CH2:13][CH:14]=[CH:15][CH2:16][CH:17]1[CH2:18][O:19][CH2:20][c:21]1[cH:22][cH:23][cH:24][cH:25][cH:26]1)[C:29]#[N:30]. The reactants are FC(C(=O)O)(F)F (2,2,2-Trifluoroacetic acid), C(C)(C)NC(CNC(=O)C=1C=C(C=CC1[N+](=O)[O-])N1[C@@H]2CN([C@H](C1)C2)C(=O)OC(C)(C)C)=O ((1S,4S)-tert-butyl 5-(3-(2-(isopropylamino)-2-oxoethylcarbamoyl)-4-nitrophenyl)-2,5-diazabicyclo[2.2.1]heptane-2-carboxylate), C(C)(C)NC(CNC(=O)C=1C=C(C=CC1[N+](=O)[O-])N1[C@@H]2CN([C@H](C1)C2)C(=O)OC(C)(C)C)=O ((1S,4S)-tert-butyl 5-(3-(2-(isopropylamino)-2-oxoethylcarbamoyl)-4-nitrophenyl)-2,5-diazabicyclo[2.2.1]heptane-2-carboxylate). Solvent: ClCCl (dichloromethane). Reaction conditions: time 8 hour. The product is [C@@H]12N(C[C@@H](NC1)C2)C=2C=CC(=C(C(=O)NCC(=O)NC(C)C)C2)[N+](=O)[O-] (5-((1S,4S)-2,5-diazabicyclo[2.2.1]heptan-2-yl)-N-(2-(isopropylamino)-2-oxoethyl)-2-nitrobenzamide). Yield: 83.7%. As a reaction SMILES: FC(F)(F)C(O)=O.[CH:8]([NH:11][C:12](=[O:40])[CH2:13][NH:14][C:15]([C:17]1[CH:18]=[C:19]([N:26]2[CH2:31][C@@H:30]3[CH2:32][C@H:27]2[CH2:28][N:29]3C(OC(C)(C)C)=O)[CH:20]=[CH:21][C:22]=1[N+:23]([O-:25])=[O:24])=[O:16])([CH3:10])[CH3:9]>ClCCl>[C@H:27]12[CH2:32][C@H:30]([NH:29][CH2:28]1)[CH2:31][N:26]2[C:19]1[CH:20]=[CH:21][C:22]([N+:23]([O-:25])=[O:24])=[C:17]([CH:18]=1)[C:15]([NH:14][CH2:13][C:12]([NH:11][CH:8]([CH3:10])[CH3:9])=[O:40])=[O:16]. Reported procedure: 2,2,2-Trifluoroacetic acid (4.6 g, 39.5 mmol) was added to a solution of (1S,4S)-tert-butyl 5-(3-(2-(isopropylamino)-2-oxoethylcarbamoyl)-4-nitrophenyl)-2,5-diazabicyclo[2.2.1]heptane-2-carboxylate (Intermediate 5A) (1.5 g, 3.25 mmol) in dichloromethane (15 mL). The resulting solution was stirred overnight. The resultant crude material was purified using a 20 g SCX cartridge to afford 5-((1S,4S)-2,5-diazabicyclo[2.2.1]heptan-2-yl)-N-(2-(isopropylamino)-2-oxoethyl)-2-nitrobenzamide (984 mg, 2.72 ... Starting materials: Cl.FC1=C(C=CC=C1)C(C(=O)O)NC1=CC=CC=C1 ((2-fluoro-phenyl)-phenylamino-acetic acid hydrochloride), N12C[C@@H](C(CC1)CC2)O ((R)-quinuclidin-3-ol), N1(N=NC2=C1C=CC=C2)O (1H-benzo[d][1,2,3]triazol-1-ol), C1CCC(CC1)N=C=NC2CCCCC2 (DCC), N12C[C@@H](C(CC1)CC2)O ((R)-quinuclidin-3-ol), C1CCC(CC1)N=C=NC2CCCCC2 (DCC). The solvent is C1CCOC1 (THF). Run at time 15 hour. Product: N12C[C@@H](C(CC1)CC2)OC(C(NC2=CC=CC=C2)C2=C(C=CC=C2)F)=O ((2-fluoro-phenyl)-phenylamino-acetic acid (R)-(1-aza-bicyclo[2.2.2]oct-3-yl)ester). Yield: 82.4%. As a reaction SMILES: Cl.[F:2][C:3]1[CH:8]=[CH:7][CH:6]=[CH:5][C:4]=1[CH:9]([NH:13][C:14]1[CH:19]=[CH:18][CH:17]=[CH:16][CH:15]=1)[C:10]([OH:12])=[O:11].[N:20]12[CH2:27][CH2:26][CH:23]([CH2:24][CH2:25]1)[C@@H:22](O)[CH2:21]2.N1(O)C2C=CC=CC=2N=N1.C1CCC(N=C=NC2CCCCC2)CC1>C1COCC1>[N:20]12[CH2:27][CH2:26][CH:23]([CH2:24][CH2:25]1)[C@@H:22]([O:11][C:10](=[O:12])[CH:9]([C:4]1[CH:5]=[CH:6][CH:7]=[CH:8][C:3]=1[F:2])[NH:13][C:14]1[CH:19]=[CH:18][CH:17]=[CH:16][CH:15]=1)[CH2:21]2 |f:0.1|. Procedure details: To a solution of (2-fluoro-phenyl)-phenylamino-acetic acid hydrochloride (I261) (217 mg, 0.77 mmol), (R)-quinuclidin-3-ol (338 mg, 2.66 mmol) and 1H-benzo[d][1,2,3]triazol-1-ol (180 mg, 1.332 mmol) in dry THF (15 mL), is added PS-DCC (1.0 g, 1.33 mmol). The mixture is shaken at RT for 15 hours. Then (R)-quinuclidin-3-ol (49.0 mg, 0.38 mmol) and PS-DCC (290 mg, 0.38 mmol) are added again and the reaction is shaken for additional 3 hours at RT. The resin is removed by filtration and washed several... The reactants are C(=O)(OC(C)(C)C)N1CCNCC1 (N-Boc-piperazine), C(C1=CC=CC=C1)S(=O)(=O)Cl (benzylsulfonyl chloride), C(=O)([O-])[O-].[Na+].[Na+] (Na2CO3). Solvent: CCOC(=O)C (EtOAc), CC#N (CH3CN). Product: C(=O)(OC(C)(C)C)N1CCN(CC1)S(=O)(=O)CC1=CC=CC=C1 (Boc-4N-benzylsulfonyl-piperazine). The yield is 97.1%. As a reaction SMILES: [C:1]([N:8]1[CH2:13][CH2:12][NH:11][CH2:10][CH2:9]1)([O:3][C:4]([CH3:7])([CH3:6])[CH3:5])=[O:2].[CH2:14]([S:21](Cl)(=[O:23])=[O:22])[C:15]1[CH:20]=[CH:19][CH:18]=[CH:17][CH:16]=1.C([O-])([O-])=O.[Na+].[Na+]>CC#N.CCOC(C)=O>[C:1]([N:8]1[CH2:9][CH2:10][N:11]([S:21]([CH2:14][C:15]2[CH:20]=[CH:19][CH:18]=[CH:17][CH:16]=2)(=[O:23])=[O:22])[CH2:12][CH2:13]1)([O:3][C:4]([CH3:7])([CH3:6])[CH3:5])=[O:2] |f:2.3.4|. Procedure: Acylation of N-Boc-piperazine (1.86 g, 10 mmoL) with benzylsulfonyl chloride (1.9 g, 10 mmol) in CH3CN (20 mL) in the presence of Na2CO3 (1.01 g, 12 mmol) was carried out at rt for 16 hours. The mixture was diluted with EtOAc (150 mL), washed with water (50 mL), dried over MgSO4, and concentrated to give 1N-Boc-4N-benzylsulfonyl-piperazine (3.3 g, 98%). 1H NMR (CDCl3) δ 7.39 (bs, 5H), 4.23 (s, 2H), 3.38-3.35 (m, 4H), 3.07-3.05 (m, 4H), 1.44 (s, 9H). The Boc-intermediate was deprotected with 4M H... RXN SMILES: [CH3:16][CH2:17][O:18][C:19]([CH3:20])=[O:21].[N+:1]([O-:2])(=[O:3])[c:4]1[cH:5][c:6](-[c:10]2[cH:11][n:12][cH:13][cH:14][cH:15]2)[cH:7][cH:8][cH:9]1>>[NH2:1][c:4]1[cH:5][c:6](-[c:10]2[cH:11][n:12][cH:13][cH:14][cH:15]2)[cH:7][cH:8][cH:9]1. Yields the product Nc1cccc(-c2cccnc2)c1. Reactants: CCOC(C)=O, O=[N+]([O-])c1cccc(-c2cccnc2)c1. Reactants: CCOC(C)=O, Cl, CN(C)C=O, O=C(O)C=Cc1cccc([N+](=O)[O-])c1, O=S(Cl)Cl. Product: O=C(Cl)C=Cc1cccc([N+](=O)[O-])c1. As a reaction SMILES: [CH3:15][CH2:16][O:17][C:18](=[O:19])[CH3:20].[ClH:25].[O:26]=[CH:27][N:28]([CH3:29])[CH3:30].[OH:1][C:2](=[O:3])[CH:4]=[CH:5][c:6]1[cH:7][cH:8][cH:9][c:10]([N+:12]([O-:13])=[O:14])[cH:11]1.[S:21]([Cl:22])([Cl:23])=[O:24]>>[O:1]=[C:2]([CH:4]=[CH:5][c:6]1[cH:7][cH:8][cH:9][c:10]([N+:12]([O-:13])=[O:14])[cH:11]1)[Cl:23]. The reactants are O(F)F.[U] (uranium oxyfloride), N (ammonia). Yields the product [NH4+].[NH4+].[O-2].[O-2].[O-2].[O-2].[O-2].[O-2].[O-2].[U].[U] (ammonium diuranate). As a reaction SMILES: [O:1](F)F.[U:4].[NH3:5]>>[NH4+:5].[NH4+:5].[O-2:1].[O-2:1].[O-2:1].[O-2:1].[O-2:1].[O-2:1].[O-2:1].[U:4].[U:4] |f:0.1,3.4.5.6.7.8.9.10.11.12.13|. Procedure: In greater detail, one representative method of preparing uranium dioxide from uranium hexafluoride has uranium hexafluoride reacted with water to hydrolyze the fluoride and form a water solution of uranium oxyfloride and an acid. This water solution is reacted wtih ammonia to yield a precipitate of ammonium diuranate in a slurry. The ammonium diuranate slurry is converted to a dry particulate form of uranium dioxide by heating in wet hydrogen which achieves partial defluorination and reduction ... Starting materials: ice brine, ClC=1C(=CC(=C(C1)N)[N+](=O)[O-])C(F)(F)F (5-chloro-2-nitro-4-trifluoromethyl-phenylamine), C([O-])([O-])=O.[K+].[K+] (potassium carbonate), C(CC)S (1-propanethiol). Solvent: CN(C)C=O (DMF). Run at temperature 90 celsius. Product: [N+](=O)([O-])C1=C(C=C(C(=C1)C(F)(F)F)SCCC)N (2-Nitro-5-propylsulfanyl-4-trifluoromethyl-phenylamine). Isolated yield 95.2%. As a reaction SMILES: Cl[C:2]1[C:3]([C:12]([F:15])([F:14])[F:13])=[CH:4][C:5]([N+:9]([O-:11])=[O:10])=[C:6]([NH2:8])[CH:7]=1.C(=O)([O-])[O-].[K+].[K+].[CH2:22]([SH:25])[CH2:23][CH3:24]>CN(C=O)C>[N+:9]([C:5]1[CH:4]=[C:3]([C:12]([F:15])([F:14])[F:13])[C:2]([S:25][CH2:22][CH2:23][CH3:24])=[CH:7][C:6]=1[NH2:8])([O-:11])=[O:10] |f:1.2.3|. Procedure: To a mixture of 5-chloro-2-nitro-4-trifluoromethyl-phenylamine (1.50 g, 6.26 mmol), potassium carbonate (1.72 g, 12.5 mmol), and DMF (31 mL) was added 1-propanethiol (0.620 mL, 6.86 mmol). The reaction mixture was heated at 90° C. for 16 h, then allowed to cool to 23° C. and poured into ice/brine (300 mL). The resulting yellow precipitate was collected to yield the titled compound (1.67 g, 95%). MS (ESI/CI): mass calcd. for C10H11F3N2O2S, 280.1; m/z found, 281.0 [M+H]+. 1H NMR (400 MHz, CDCl3): ...